Dataset: the Open Reaction Database (ORD), a public repository of structured organic reaction records. Task: describe an organic reaction: reactants, conditions, products, and yield Reactants: BrBr (bromine), FC(CN=C(NC1=NC(=NC=C1)SCCCNC(=NS(=O)(=O)C)NC)N)(F)F (4-[2-(2,2,2-trifluoroethyl)guanidino]-2-[3-(2-methylsulphonyl-3-methylguanidino)propylthio]pyrimidine), N1=CC=CC=C1 (pyridine). The solvent is C(Cl)Cl (methylene chloride), C(Cl)Cl (methylene chloride). Conditions: time 1 hour. Product: BrC=1C(=NC(=NC1)SCCCNC(=NS(=O)(=O)C)NC)NC(=NCC(F)(F)F)N (5-bromo-4-[2-(2,2,2-trifluoroethyl)guanidino]-2-[3-(2-methylsulphonyl-3-methylguanidino)propylthio]pyrimidine). The yield is 57.9%. RXN SMILES: [Br:1]Br.[F:3][C:4]([F:30])([F:29])[CH2:5][N:6]=[C:7]([NH2:28])[NH:8][C:9]1[CH:14]=[CH:13][N:12]=[C:11]([S:15][CH2:16][CH2:17][CH2:18][NH:19][C:20]([NH:26][CH3:27])=[N:21][S:22]([CH3:25])(=[O:24])=[O:23])[N:10]=1.N1C=CC=CC=1>C(Cl)Cl>[Br:1][C:14]1[C:9]([NH:8][C:7]([NH2:28])=[N:6][CH2:5][C:4]([F:29])([F:3])[F:30])=[N:10][C:11]([S:15][CH2:16][CH2:17][CH2:18][NH:19][C:20]([NH:26][CH3:27])=[N:21][S:22]([CH3:25])(=[O:23])=[O:24])=[N:12][CH:13]=1. Reported procedure: A solution of bromine (0.064 g.) in methylene chloride (2 ml.) was added dropwise over 15 minutes to a stirred solution of 4-[2-(2,2,2-trifluoroethyl)guanidino]-2-[3-(2-methylsulphonyl-3-methylguanidino)propylthio]pyrimidine (0.176 g.) and pyridine (0.2 ml.) in methylene chloride (10 ml.), and the mixture stirred at room temperature for one hour. The solution was evaporated to dryness, and the residue purified by preparative thin layer chromatography using ethyl acetate/methanol/ammonia 6:1:0.5 ... The reactants are Cc1ccccc1, O=C(Cl)Cl, [NH4+], [OH-], O, Cc1ccc(C)n1-c1ccc(C(C)NO)cc1. Yields the product Cc1ccc(C)n1-c1ccc(C(C)N(O)C(N)=O)cc1. As a reaction SMILES: [CH3:25][c:26]1[cH:27][cH:28][cH:29][cH:30][cH:31]1.[Cl:18][C:19]([Cl:20])=[O:21].[NH4+:22].[OH-:23].[OH2:24].[OH:1][NH:2][CH:3]([CH3:4])[c:5]1[cH:6][cH:7][c:8](-[n:11]2[c:12]([CH3:17])[cH:13][cH:14][c:15]2[CH3:16])[cH:9][cH:10]1>>[OH:1][N:2]([CH:3]([CH3:4])[c:5]1[cH:6][cH:7][c:8](-[n:11]2[c:12]([CH3:17])[cH:13][cH:14][c:15]2[CH3:16])[cH:9][cH:10]1)[C:19](=[O:21])[NH2:22]. Reactants: ClC1=NC=CC=C1S(=O)(=O)Cl (2-chloropyridine-3-sulfonyl chloride), C(C)(C)(C)OC(NCC1=NC=C(C=C1OC)N)=O (tert-butyl(5-amino-3-methoxypyridin-2-yl)methylcarbamate), N1=CC=CC=C1 (pyridine). Solvent: C(Cl)Cl (DCM). The product is C(C)(C)(C)OC(NCC1=NC=C(C=C1OC)NS(=O)(=O)C=1C(=NC=CC1)Cl)=O (tert-Butyl(5-{[(2-chloropyridin-3-yl)sulfonyl]amino}-3-methoxypyridin-2-yl)methylcarbamate). The yield is 99.0%. RXN SMILES: [Cl:1][C:2]1[C:7]([S:8](Cl)(=[O:10])=[O:9])=[CH:6][CH:5]=[CH:4][N:3]=1.[C:12]([O:16][C:17](=[O:29])[NH:18][CH2:19][C:20]1[C:25]([O:26][CH3:27])=[CH:24][C:23]([NH2:28])=[CH:22][N:21]=1)([CH3:15])([CH3:14])[CH3:13].N1C=CC=CC=1>C(Cl)Cl>[C:12]([O:16][C:17](=[O:29])[NH:18][CH2:19][C:20]1[C:25]([O:26][CH3:27])=[CH:24][C:23]([NH:28][S:8]([C:7]2[C:2]([Cl:1])=[N:3][CH:4]=[CH:5][CH:6]=2)(=[O:10])=[O:9])=[CH:22][N:21]=1)([CH3:15])([CH3:13])[CH3:14]. Procedure: The title compound (2.21 g, 5.15 mmol) was prepared from 2-chloropyridine-3-sulfonyl chloride (1.10 g, 5.20 mmol), tert-butyl(5-amino-3-methoxypyridin-2-yl)methylcarbamate (IntC16) (1.45 g, 5.72 mmol) and pyridine (1.26 mL, 15.6 mmol) in DCM (20 mL) at rt using the methods of (IntC1).